Dataset: the Open Reaction Database (ORD), a public repository of structured organic reaction records. Task: describe an organic reaction: reactants, conditions, products, and yield The reactants are C(C)(=O)OC=1C(=CC2=C(C=C(O2)C=CCCCCCC)C1C(C)(C)C)C(C)(C)C (5-Acetoxy-4,6-di-tert-butyl-2-(1-octenyl)benzofuran). The reagents and catalysts are [Pd] (Pd on carbon). Solvent: C(C)(=O)OCC (ethyl acetate). Run at time 3 hour. Yields the product C(C)(=O)OC=1C(=CC2=C(C=C(O2)CCCCCCCC)C1C(C)(C)C)C(C)(C)C (5-acetoxy-4,6-di-tert-butyl-2-Octylbenzofuran). Isolated yield 94.7%. As a reaction SMILES: [C:1]([O:4][C:5]1[C:6]([C:26]([CH3:29])([CH3:28])[CH3:27])=[CH:7][C:8]2[O:12][C:11]([CH:13]=[CH:14][CH2:15][CH2:16][CH2:17][CH2:18][CH2:19][CH3:20])=[CH:10][C:9]=2[C:21]=1[C:22]([CH3:25])([CH3:24])[CH3:23])(=[O:3])[CH3:2]>C(OCC)(=O)C.[Pd]>[C:1]([O:4][C:5]1[C:6]([C:26]([CH3:27])([CH3:29])[CH3:28])=[CH:7][C:8]2[O:12][C:11]([CH2:13][CH2:14][CH2:15][CH2:16][CH2:17][CH2:18][CH2:19][CH3:20])=[CH:10][C:9]=2[C:21]=1[C:22]([CH3:25])([CH3:24])[CH3:23])(=[O:3])[CH3:2]. Procedure details: 5-Acetoxy-4,6-di-tert-butyl-2-(1-octenyl)benzofuran (3.1 g) was dissolved in ethyl acetate containing 10% acetic acid (50 ml) and, after addition of 10% Pd on carbon (0.3 g), the solution was stirred under a hydrogen atmosphere for 3 h. After filtering off the Pd on carbon, the filtrate was concentrated under vacuum. The concentrate was purified by silica gel chromatography (10% ethyl acetate in n-hexane) to afford 5-acetoxy-4,6-di-tert-butyl-2-Octylbenzofuran [2.95 g (yield, 96%)] as a colorles... Starting materials: ice water, C(C)(CC)C=1C=C(OC2=C(C=C(C=C2Cl)N)Cl)C=CC1OC (4-(3-sec-Butyl-4-methoxy-phenoxy)-3,5-dichloro-phenylamine), BrCC(=O)OCC (ethyl bromoacetate), C(C)(C)N(CC)C(C)C (diisopropylethyl amine). The solvent is CN(C)C=O (DMF), C(C)(=O)OCC (ethyl acetate). Reaction conditions: temperature 120 celsius, time 18 hour. The product is C(C)OC(CNC1=CC(=C(C(=C1)Cl)OC1=CC(=C(C=C1)OC)C(C)CC)Cl)=O ([4-(3-sec-Butyl-4-methoxy-phenoxy)-3,5-dichloro-phenylamino]-acetic acid ethyl ester). The yield is 54.0%. As a reaction SMILES: [CH:1]([C:5]1[CH:6]=[C:7]([CH:18]=[CH:19][C:20]=1[O:21][CH3:22])[O:8][C:9]1[C:14]([Cl:15])=[CH:13][C:12]([NH2:16])=[CH:11][C:10]=1[Cl:17])([CH2:3][CH3:4])[CH3:2].Br[CH2:24][C:25]([O:27][CH2:28][CH3:29])=[O:26].C(N(C(C)C)CC)(C)C>CN(C=O)C.C(OCC)(=O)C>[CH2:28]([O:27][C:25](=[O:26])[CH2:24][NH:16][C:12]1[CH:11]=[C:10]([Cl:17])[C:9]([O:8][C:7]2[CH:18]=[CH:19][C:20]([O:21][CH3:22])=[C:5]([CH:1]([CH2:3][CH3:4])[CH3:2])[CH:6]=2)=[C:14]([Cl:15])[CH:13]=1)[CH3:29]. Reported procedure: To 4-(3-sec-Butyl-4-methoxy-phenoxy)-3,5-dichloro-phenylamine (71.8 g, 0.21 mol) was added ethyl bromoacetate (35.26 g, 0.21 mol) and diisopropylethyl amine (27.92 g, 0.21 mol) in DMF (718 mL) were stirred at 120° C. for 18 h. The reaction mixture was poured in to ice-water. The product was taken up in ethyl acetate, washed with H2O, brine & dried over sodium sulphate, filtered and concentrated to give the crude product. The crude product was purified by column chromatography over flash silica g... The reactants are C(C1=CC=CC=C1)ON1[C@@H]2CC[C@H](N(C1=O)C2)C(=O)OCC=C ((2S,5R)-allyl 6-(benzyloxy)-7-oxo-1,6-diazabicyclo[3.2.1]octane-2-carboxylate), C(C)C(C(=O)[O-])CCCC.[Na+] (sodium 2-ethylhexanoate), C1(CCCCC1)N (cyclohexylamine). Run in C(C)(=O)OCC (ethyl acetate), ClCCl (dichloromethane), C(C)(=O)OCC (ethyl acetate), C=1C=CC(=CC1)[P](C=2C=CC=CC2)(C=3C=CC=CC3)[Pd]([P](C=4C=CC=CC4)(C=5C=CC=CC5)C=6C=CC=CC6)([P](C=7C=CC=CC7)(C=8C=CC=CC8)C=9C=CC=CC9)[P](C=1C=CC=CC1)(C=1C=CC=CC1)C=1C=CC=CC1 (tetrakis(triphenylphosphine)palladium(0)), C(C)(=O)OCC (ethyl acetate). Conditions: time 1 hour. Product: C(C1=CC=CC=C1)ON1[C@@H]2CC[C@H](N(C1=O)C2)C(=O)O ((2S,5R)-6-(benzyloxy)-7-oxo-1,6-diazabicyclo[3.2.1]octane-2-carboxylic acid). Isolated yield 77.9%. Reaction SMILES: [CH2:1]([O:8][N:9]1[C:15](=[O:16])[N:14]2[CH2:17][C@H:10]1[CH2:11][CH2:12][C@H:13]2[C:18]([O:20]CC=C)=[O:19])[C:2]1[CH:7]=[CH:6][CH:5]=[CH:4][CH:3]=1.C(C(CCCC)C([O-])=O)C.[Na+].C1(N)CCCCC1>ClCCl.C(OCC)(=O)C.C1C=CC([P]([Pd]([P](C2C=CC=CC=2)(C2C=CC=CC=2)C2C=CC=CC=2)([P](C2C=CC=CC=2)(C2C=CC=CC=2)C2C=CC=CC=2)[P](C2C=CC=CC=2)(C2C=CC=CC=2)C2C=CC=CC=2)(C2C=CC=CC=2)C2C=CC=CC=2)=CC=1>[CH2:1]([O:8][N:9]1[C:15](=[O:16])[N:14]2[CH2:17][C@H:10]1[CH2:11][CH2:12][C@H:13]2[C:18]([OH:20])=[O:19])[C:2]1[CH:7]=[CH:6][CH:5]=[CH:4][CH:3]=1 |f:1.2,^1:54,56,75,94|. Procedure: To a solution of 100 mg (0.316 mmol) of (2S,5R)-allyl 6-(benzyloxy)-7-oxo-1,6-diazabicyclo[3.2.1]octane-2-carboxylate in dichloromethane (2 mL) were added a solution of 0.5M sodium 2-ethylhexanoate in ethyl acetate (1 mL) and 12 mg of tetrakis(triphenylphosphine)palladium(0), followed by stirring at room temperature for 1 hour. The reaction mixture was diluted with ethyl acetate, followed by liquid separation with saturated aqueous sodium dihydrogen phosphate solution, the aqueous layer was extr... Run at time 1 hour. The product is FC12C(NC=3C=CC=CC3C1CCC2)=O (3a-Fluoro-1,2,3,3a,5,9b-hexahydrocyclopenta[c]quinolin-4-one). Solvent: O (water), C(C)(=O)OCC (ethyl acetate), ClCCl (dichloromethane). The yield is 70.9%. Procedure details: A solution of 350 mg (1.1 mmol) of 5-tert-butoxycarbonyl-3a-fluoro-1,2,3,3a,5,9b-hexahydrocyclopenta[c]quinolin-4-one in 5 mL of dichloromethane is mixed with 5 ml of trifluoroacetic acid at room temperature. After 1 hour, the batch is diluted with water (100 ml) and ethyl acetate (100 ml). The organic phase is separated, washed with water (50 ml), saturated NaHCO3, (2×50 ml) and saturated NaCl (50 ml), dried (Na2SO4) and concentrated by evaporation in a vacuum. Column chromatography of the resi... The reactants are C(C)(C)(C)OC(=O)N1C(C2(C(C=3C=CC=CC13)CCC2)F)=O (5-tert-butoxycarbonyl-3a-fluoro-1,2,3,3a,5,9b-hexahydrocyclopenta[c]quinolin-4-one), FC(C(=O)O)(F)F (trifluoroacetic acid). Reaction SMILES: C(OC([N:8]1[C:17]2[CH:16]=[CH:15][CH:14]=[CH:13][C:12]=2[CH:11]2[CH2:18][CH2:19][CH2:20][C:10]2([F:21])[C:9]1=[O:22])=O)(C)(C)C.FC(F)(F)C(O)=O>ClCCl.O.C(OCC)(=O)C>[F:21][C:10]12[CH2:20][CH2:19][CH2:18][CH:11]1[C:12]1[CH:13]=[CH:14][CH:15]=[CH:16][C:17]=1[NH:8][C:9]2=[O:22].